From a dataset of the Open Reaction Database (ORD), a public repository of structured organic reaction records. describe an organic reaction: reactants, conditions, products, and yield Reactants: C(=O)C1=C(C=NC=C1Cl)Cl (4-formyl-3,5-dichloro-pyridine), [BH4-].[Na+] (sodium borohydride), C(O)([O-])=O.[Na+] (sodium hydrogen carbonate), Cl (hydrochloric acid). Solvent: C(C)O (ethanol), O (water). Conditions: temperature 0 celsius, time 5 minute. The product is OCC1=C(C=NC=C1Cl)Cl (4-hydroxymethyl-3,5-dichloropyridine). Isolated yield 65.9%. Reaction SMILES: [CH:1]([C:3]1[C:8]([Cl:9])=[CH:7][N:6]=[CH:5][C:4]=1[Cl:10])=[O:2].[BH4-].[Na+].Cl.C(=O)([O-])O.[Na+]>C(O)C.O>[OH:2][CH2:1][C:3]1[C:8]([Cl:9])=[CH:7][N:6]=[CH:5][C:4]=1[Cl:10] |f:1.2,4.5|. Procedure details: A cold (0° C.) solution of 4-formyl-3,5-dichloro-pyridine (3.0 g) in ethanol (50 mL) is treated with sodium borohydride (0.7 g), portionwise, during 5 minutes. The resulting mixture is stirred at 0° C. for 10 minutes, and then treated with aqueous hydrochloric acid (5 mL;2 M), followed by basification to pH 7 by treatment with saturated aqueous sodium hydrogen carbonate solution. The mixture is diluted with water (500 mL) and extracted with ethyl acetate (4×150 mL). The combined organic washings... The reactants are Cl (HCl), C(CCC)C1=CC=C(C=C1)C#CC1=CC=C(CN(C=2C=CC(=C(C(=O)OC)C2)F)C)C=C1 (methyl 5-[{4-[(4-butylphenyl)ethynyl]benzyl}(methyl)amino]-2-fluorobenzoate), O (water), O.[OH-].[Li+] (Lithium Hydroxide monohydrate). Solvent: C1CCOC1 (THF). Run at temperature 100 celsius, time 3500 second. The product is C(CCC)C1=CC=C(C=C1)C#CC1=CC=C(CN(C=2C=CC(=C(C(=O)O)C2)F)C)C=C1 (5-[{4-[(4-butylphenyl)ethynyl]benzyl}(methyl)amino]-2-fluorobenzoic acid). Yield: 59.4%. Reaction SMILES: [CH2:1]([C:5]1[CH:10]=[CH:9][C:8]([C:11]#[C:12][C:13]2[CH:32]=[CH:31][C:16]([CH2:17][N:18]([CH3:30])[C:19]3[CH:20]=[CH:21][C:22]([F:29])=[C:23]([CH:28]=3)[C:24]([O:26]C)=[O:25])=[CH:15][CH:14]=2)=[CH:7][CH:6]=1)[CH2:2][CH2:3][CH3:4].O.[OH-].[Li+].O.Cl>C1COCC1>[CH2:1]([C:5]1[CH:6]=[CH:7][C:8]([C:11]#[C:12][C:13]2[CH:32]=[CH:31][C:16]([CH2:17][N:18]([CH3:30])[C:19]3[CH:20]=[CH:21][C:22]([F:29])=[C:23]([CH:28]=3)[C:24]([OH:26])=[O:25])=[CH:15][CH:14]=2)=[CH:9][CH:10]=1)[CH2:2][CH2:3][CH3:4] |f:1.2.3|. Reported procedure: To a solution of methyl 5-[{4-[(4-butylphenyl)ethynyl]benzyl}(methyl)amino]-2-fluorobenzoate (66 mg; 0.15 mmol) in 3 mL of anhydrous THF were added. Lithium Hydroxide monohydrate (65 mg; 1.54 mmol) and water (1 mL). The reaction mixture was stirred under micro waves at 100° C. for 3500 s. Then an aqueous solution of HCl was added; the residue was extracted with EtOAc. The combined organic layers were washed with brine, dried over magnesium sulfate, filtrated and concentrated to give 37 mg of the...